From a dataset of the Open Reaction Database (ORD), a public repository of structured organic reaction records. describe an organic reaction: reactants, conditions, products, and yield Reactants: C1(=CC=CC=C1)[C@@H]1N([C@@H](CC1)C1=CC=CC=C1)C(CNC(NC=1C=C(C=CC1)CCC(=O)OCC)=O)=O (ethyl cis-3-{3-{3-[2-(2,5-diphenyl-1-pyrrolidinyl)-2-oxoethyl]ureido}-phenyl}propionate), [OH-].[K+] (potassium hydroxide). Solvent: O (water), CO (methanol). The product is C1(=CC=CC=C1)[C@@H]1N([C@@H](CC1)C1=CC=CC=C1)C(CNC(NC=1C=C(C=CC1)CCC(=O)O)=O)=O (cis-3-{3-{3-[2-(2,5-diphenyl-1-pyrrolidinyl)-2-oxoethyl]ureido}phenyl}propionic acid). Yield: 19.9%. Reaction SMILES: [C:1]1([C@H:7]2[CH2:11][CH2:10][C@@H:9]([C:12]3[CH:17]=[CH:16][CH:15]=[CH:14][CH:13]=3)[N:8]2[C:18](=[O:37])[CH2:19][NH:20][C:21](=[O:36])[NH:22][C:23]2[CH:24]=[C:25]([CH2:29][CH2:30][C:31]([O:33]CC)=[O:32])[CH:26]=[CH:27][CH:28]=2)[CH:6]=[CH:5][CH:4]=[CH:3][CH:2]=1.[OH-].[K+]>CO.O>[C:12]1([C@H:9]2[CH2:10][CH2:11][C@@H:7]([C:1]3[CH:6]=[CH:5][CH:4]=[CH:3][CH:2]=3)[N:8]2[C:18](=[O:37])[CH2:19][NH:20][C:21](=[O:36])[NH:22][C:23]2[CH:24]=[C:25]([CH2:29][CH2:30][C:31]([OH:33])=[O:32])[CH:26]=[CH:27][CH:28]=2)[CH:17]=[CH:16][CH:15]=[CH:14][CH:13]=1 |f:1.2|. Procedure: By proceeding in a fashion similar to that described in Example 9, but starting from 4.8 g of ethyl cis-3-{3-{3-[2-(2,5-diphenyl-1-pyrrolidinyl)-2-oxoethyl]ureido}-phenyl}propionate in solution in 25 cm3 of methanol and 0.25 g of potassium hydroxide dissolved in 5 cm3 of water and after treatment, 0.9 g of cis-3-{3-{3-[2-(2,5-diphenyl-1-pyrrolidinyl)-2-oxoethyl]ureido}phenyl}propionic acid, melting at 170° C., is obtained. The reactants are ClC1=NC=CC(=N1)NC1=NNC(=C1)C1CC1 (2-chloro-N-(5-cyclopropyl-1H-pyrazol-3-yl)pyrimidin-4-amine), CS(=O)(=O)C1=CC=C(C=C1)B(O)O (4-(methylsulfonyl)phenylboronic acid), C1CCC(CC1)P(C2CCCCC2)C3CCCCC3 (Pcy3), [O-]P(=O)([O-])[O-].[K+].[K+].[K+] (K3PO4). Run in O (water), O1CCOCC1 (dioxane). Conditions: temperature 100 celsius. The product is C1(CC1)C1=CC(=NN1)NC1=NC(=NC=C1)C1=CC=C(C=C1)S(=O)(=O)C (N-(5-cyclopropyl-1H-pyrazol-3-yl)-2-(4-(methylsulfonyl)phenyl) pyrimidin-4-amine). The yield is 5.4%. RXN SMILES: Cl[C:2]1[N:7]=[C:6]([NH:8][C:9]2[CH:13]=[C:12]([CH:14]3[CH2:16][CH2:15]3)[NH:11][N:10]=2)[CH:5]=[CH:4][N:3]=1.[CH3:17][S:18]([C:21]1[CH:26]=[CH:25][C:24](B(O)O)=[CH:23][CH:22]=1)(=[O:20])=[O:19].C1CCC(P(C2CCCCC2)C2CCCCC2)CC1.[O-]P([O-])([O-])=O.[K+].[K+].[K+]>O.O1CCOCC1>[CH:14]1([C:12]2[NH:11][N:10]=[C:9]([NH:8][C:6]3[CH:5]=[CH:4][N:3]=[C:2]([C:24]4[CH:25]=[CH:26][C:21]([S:18]([CH3:17])(=[O:20])=[O:19])=[CH:22][CH:23]=4)[N:7]=3)[CH:13]=2)[CH2:16][CH2:15]1 |f:3.4.5.6|. Procedure: A mixture of 2-chloro-N-(5-cyclopropyl-1H-pyrazol-3-yl)pyrimidin-4-amine (200 mg, 0.85 mmol, 1.0 equiv.), 4-(methylsulfonyl)phenylboronic acid (187 mg, 0.93 mmol, 1.1 equiv.), Pcy3 (57 mg, 0.204 mmol, 0.24 equiv.), Pd2 (dpa)3 (78 mg, 0.085 mmol, 0.1 equiv.), K3PO4 (722 mg, 3.4 mmol, 4 equiv.), dioxane (5 ml) and water (1 ml) was added to the filtrate. The reaction mixture was heated to 100° C. for 15 h under nitrogen atmosphere. The residue was purified by silica gel chromatography (CH2Cl2/metha... The yield is 91.3%. Run at temperature 70 celsius, time 8 hour. RXN SMILES: [CH2:1]([S:8][C:9]1[CH:10]=[CH:11][C:12]([NH:22][C:23]2[C:24]([O:31][CH3:32])=[N:25][C:26]([Cl:30])=[C:27]([Cl:29])[CH:28]=2)=[C:13](/[CH:15]=[CH:16]/[C:17]([O:19]CC)=O)[CH:14]=1)[C:2]1[CH:7]=[CH:6][CH:5]=[CH:4][CH:3]=1.C[O-].[Na+]>CO>[CH2:1]([S:8][C:9]1[CH:14]=[C:13]2[C:12](=[CH:11][CH:10]=1)[N:22]([C:23]1[C:24]([O:31][CH3:32])=[N:25][C:26]([Cl:30])=[C:27]([Cl:29])[CH:28]=1)[C:17](=[O:19])[CH:16]=[CH:15]2)[C:2]1[CH:7]=[CH:6][CH:5]=[CH:4][CH:3]=1 |f:1.2|. Yields the product C(C1=CC=CC=C1)SC=1C=C2C=CC(N(C2=CC1)C=1C(=NC(=C(C1)Cl)Cl)OC)=O (6-(benzylthio)-1-(5,6-dichloro-2-methoxypyridin-3-yl)quinolin-2(1H)-one). Reported procedure: A RBF was charged with (E)-ethyl 3-(5-(benzylthio)-2-((5,6-dichloro-2-methoxypyridin-3-yl)amino)phenyl)acrylate (2.54 g, 5.19 mmol) and MeOH (25.9 ml) to give a yellow suspension. Sodium methoxide, 0.5M solution in methanol (4.15 ml, 2.076 mmol) was added. A reflux condenser was attached, and the reaction was heated to 70° C. and stirred overnight. The reaction was cooled to RT and filtered through a pad of Celite/silica gel and then washed with MeOH and then with DCM. The reaction was concentra... Solvent: CO (methanol), CO (MeOH). Starting materials: C[O-].[Na+] (Sodium methoxide), solution, C(C1=CC=CC=C1)SC=1C=CC(=C(C1)/C=C/C(=O)OCC)NC=1C(=NC(=C(C1)Cl)Cl)OC ((E)-ethyl 3-(5-(benzylthio)-2-((5,6-dichloro-2-methoxypyridin-3-yl)amino)phenyl)acrylate). Product: C(C=1C(C(=O)O)=CC=CC1)(=O)NN (phthalic hydrazide). Reaction SMILES: ClC1C(C(C2C=C3C(C=CC(C4C=CC=CC=4)=N3)=CC=2)N2[C:17](=[O:18])[C:16]3[C:11](=[CH:12][CH:13]=[CH:14][CH:15]=3)[C:10]2=[O:19])=NC=CN=1.[NH2:36][NH2:37].C(Cl)Cl.CC[OH:43]>>[C:17]([NH:36][NH2:37])(=[O:18])[C:16]1[C:11](=[CH:12][CH:13]=[CH:14][CH:15]=1)[C:10]([OH:19])=[O:43]. Procedure details: A solution of 2-[(3-chloropyrazin-2-yl)-(2-phenylquinolin-7-yl)-methyl]-isoindole-1,3-dione (1.536 g, 3.22 mmol) and anhydrous hydrazine (335 μL, 342 mg, 10.7 mmol) in EtOH (2 mL)/CH2Cl2 (12 mL) is stirred at rt overnight. The white precipitate formed (phthalic hydrazide) is filtered off and washed with CH2Cl2. The combined filtrate and washings are concentrated in vacuo, the residue is suspended in CDCl3 and filtered (0.45 μM pore size), and the filtrate is concentrated in vacuo to obtain the t... Starting materials: ClC=1C(=NC=CN1)C(N1C(C2=CC=CC=C2C1=O)=O)C1=CC=C2C=CC(=NC2=C1)C1=CC=CC=C1 (2-[(3-chloropyrazin-2-yl)-(2-phenylquinolin-7-yl)-methyl]-isoindole-1,3-dione), NN (hydrazine), C(Cl)Cl (CH2Cl2), CCO (EtOH).